Dataset: the Open Reaction Database (ORD), a public repository of structured organic reaction records. Task: describe an organic reaction: reactants, conditions, products, and yield Starting materials: COCCCCCCO (6-Methoxy-hexanol), CC(=O)C.OS(=O)(=O)O.O=[Cr](=O)=O (Jones reagent). Solvent: CC(=O)C (acetone). The product is COCCCCCC(=O)O (6-methoxy-caproic acid). Reaction SMILES: [CH3:1][O:2][CH2:3][CH2:4][CH2:5][CH2:6][CH2:7][CH2:8][OH:9].CC(C)=[O:12].OS(O)(=O)=O.O=[Cr](=O)=O>CC(C)=O>[CH3:1][O:2][CH2:3][CH2:4][CH2:5][CH2:6][CH2:7][C:8]([OH:12])=[O:9] |f:1.2.3|. Procedure: 6-Methoxy-hexanol (8.16 g) was oxidized with Jones reagent (2.67-M, 53 ml) in acetone (100 ml) at -10 ° C. to give 6.17 g of 6-methoxy-caproic acid. Reactants: CN([SiH](C)C)[Si](C)(C)C, CC#N, N, O=C1NS(=O)(=O)c2ccccc21, O, O=S(=O)(O)O. The product is C[Si](C)(C)N1C(=O)c2ccccc2S1(=O)=O. Reaction SMILES: [CH3:1][SiH:2]([CH3:3])[N:8]([Si:4]([CH3:5])([CH3:6])[CH3:7])[CH3:9].[CH3:29][C:30]#[N:31].[NH3:22].[O:10]=[C:11]1[NH:12][S:13](=[O:14])(=[O:15])[c:16]2[cH:17][cH:18][cH:19][cH:20][c:21]21.[OH2:28].[S:23](=[O:24])(=[O:25])([OH:26])[OH:27]>>[Si:4]([CH3:5])([CH3:6])([CH3:7])[N:12]1[C:11](=[O:10])[c:21]2[c:16]([cH:17][cH:18][cH:19][cH:20]2)[S:13]1(=[O:14])=[O:15]. Reactants: C=1C=CC(=CC1)P(C=2C=CC=CC2)C3=CC=C4C=CC=CC4=C3C5=C6C=CC=CC6=CC=C5P(C=7C=CC=CC7)C=8C=CC=CC8 (BINAP), C(=O)([O-])[O-].[Cs+].[Cs+] (Cs2CO3), ClC=1C=CC(=C(C1)C1=NC=2CCCCC2C(=N1)I)F (2-(5-chloro-2-fluorophenyl)-4-iodo-5,6,7,8-tetrahydroquinazoline), NC1=C(C=NC=C1)C (4-amino-3-picoline). Reagents/catalysts: CC(=O)[O-].CC(=O)[O-].[Pd+2] (Pd(OAc)2). Solvent: O1CCOCC1 (dioxane). Conditions: temperature 80 celsius. The product is ClC=1C=CC(=C(C1)C1=NC=2CCCCC2C(=N1)NC1=C(C=NC=C1)C)F ([2-(5-Chloro-2-fluorophenyl)-5,6,7,8-tetrahydroquinazolin-4-yl]-(3-methylpyridin-4-yl)-amine). The yield is 85.2%. RXN SMILES: [Cl:1][C:2]1[CH:3]=[CH:4][C:5]([F:19])=[C:6]([C:8]2[N:17]=[C:16](I)[C:15]3[CH2:14][CH2:13][CH2:12][CH2:11][C:10]=3[N:9]=2)[CH:7]=1.C1C=CC(P(C2C(C3C(P(C4C=CC=CC=4)C4C=CC=CC=4)=CC=C4C=3C=CC=C4)=C3C(C=CC=C3)=CC=2)C2C=CC=CC=2)=CC=1.[NH2:66][C:67]1[CH:72]=[CH:71][N:70]=[CH:69][C:68]=1[CH3:73].C([O-])([O-])=O.[Cs+].[Cs+]>O1CCOCC1.CC([O-])=O.CC([O-])=O.[Pd+2]>[Cl:1][C:2]1[CH:3]=[CH:4][C:5]([F:19])=[C:6]([C:8]2[N:17]=[C:16]([NH:66][C:67]3[CH:72]=[CH:71][N:70]=[CH:69][C:68]=3[CH3:73])[C:15]3[CH2:14][CH2:13][CH2:12][CH2:11][C:10]=3[N:9]=2)[CH:7]=1 |f:3.4.5,7.8.9|. Procedure details: The crude 2-(5-chloro-2-fluorophenyl)-4-iodo-5,6,7,8-tetrahydroquinazoline (130 mg, 0.35 mmol, 1 eq) was dissolved in dioxane (5 ml) and to this was added Pd(OAc)2 (4 mg, 0.02 mmol, 0.05 eq) followed by BINAP (16 mg, 0.03 mmol, 0.075 eq), 4-amino-3-picoline (49 mg, 0.45 mmol, 1.3 eq) and Cs2CO3 (170 mg, 0.52 mmol, 1.5 eq). The reaction mixture was heated to 80° C. for 15 h. The reaction mixture was cooled to r.t. and filtered through Celite® and the crude material was purified by flash column ch... Reactants: C(=O)C1=C(C=C(C(=O)OC)C=C1OC1=CC=C(C=C1)S(=O)(=O)C)C(=O)OC (dimethyl 4-formyl-5-(4-(methylsulfonyl)phenoxy)-isophthalate), Cl.NC (aminomethane hydrochloride), [BH3-]C#N.[Na+] (NaCNBH3). The solvent is CO (MeOH). Product: CN1CC2=C(C=C(C=C2C1=O)C(=O)OC)OC1=CC=C(C=C1)S(=O)(=O)C (Methyl 2-methyl-7-(4-(methylsulfonyl)phenoxy)-3-oxoisoindoline-5-carboxylate). Yield: 49.8%. RXN SMILES: [CH:1]([C:3]1[C:12]([O:13][C:14]2[CH:19]=[CH:18][C:17]([S:20]([CH3:23])(=[O:22])=[O:21])=[CH:16][CH:15]=2)=[CH:11][C:6]([C:7]([O:9][CH3:10])=[O:8])=[CH:5][C:4]=1[C:24]([O:26]C)=O)=O.Cl.NC.[BH3-][C:32]#[N:33].[Na+]>CO>[CH3:32][N:33]1[C:24](=[O:26])[C:4]2[C:3](=[C:12]([O:13][C:14]3[CH:19]=[CH:18][C:17]([S:20]([CH3:23])(=[O:22])=[O:21])=[CH:16][CH:15]=3)[CH:11]=[C:6]([C:7]([O:9][CH3:10])=[O:8])[CH:5]=2)[CH2:1]1 |f:1.2,3.4|. Procedure details: A sealed tube was charged with a solution of dimethyl 4-formyl-5-(4-(methylsulfonyl)phenoxy)-isophthalate (210 mg, 0.535 mmol) in MeOH and aminomethane hydrochloride (72.3 mg, 1.07 mmol). After stirring the reaction at room temperature for 2 hours, NaCNBH3 (84.1 mg, 1.34 mmol) was added. The mixture was then stirred at 65° C. for 14 hours. The solvent was evaporated and replaced with ethyl acetate. The organic layer was then washed with brine (3×), dried over MgSO4, and concentrated. The crude s...